Dataset: the Open Reaction Database (ORD), a public repository of structured organic reaction records. Task: describe an organic reaction: reactants, conditions, products, and yield Starting materials: BrCCOc1ccccc1, [H-], [Na+], CN(C)C=O, COC(=O)c1cccc2[nH]ccc12. The product is COC(=O)c1cccc2c1ccn2CCOc1ccccc1. As a reaction SMILES: [Br:16][CH2:17][CH2:18][O:19][c:20]1[cH:21][cH:22][cH:23][cH:24][cH:25]1.[H-:2].[Na+:1].[O:26]=[CH:27][N:28]([CH3:29])[CH3:30].[nH:3]1[cH:4][cH:5][c:6]2[c:7]([C:12](=[O:13])[O:14][CH3:15])[cH:8][cH:9][cH:10][c:11]12>>[n:3]1([CH2:17][CH2:18][O:19][c:20]2[cH:21][cH:22][cH:23][cH:24][cH:25]2)[cH:4][cH:5][c:6]2[c:7]([C:12](=[O:13])[O:14][CH3:15])[cH:8][cH:9][cH:10][c:11]12. The reactants are Br.NC=1SC(=C(N1)C1=CC=C(C=C1)F)CCBr (2-amino-5-(2-bromoethyl)-4-(4-fluorophenyl)thiazole hydrobromide), FC1=CC2=C(N(N=N2)C2CCNCC2)C=C1 (4-(5-fluoro-1H-benzotriazol-1-yl)piperidine), C(C)(C)N(CC)C(C)C (diisopropylethylamine), CO (methanol). The solvent is C(C)O (ethanol). Product: NC=1SC(=C(N1)C1=CC=C(C=C1)F)CCN1CCC(CC1)N1N=NC2=C1C=CC(=C2)F (2-amino-4-(4-fluorophenyl)-5-[2-[4-(5-fluoro-1H-benzotriazol-1-yl)piperidin-1-yl]ethyl]thiazole). As a reaction SMILES: Br.[NH2:2][C:3]1[S:4][C:5]([CH2:15][CH2:16]Br)=[C:6]([C:8]2[CH:13]=[CH:12][C:11]([F:14])=[CH:10][CH:9]=2)[N:7]=1.[F:18][C:19]1[CH:33]=[CH:32][C:22]2[N:23]([CH:26]3[CH2:31][CH2:30][NH:29][CH2:28][CH2:27]3)[N:24]=[N:25][C:21]=2[CH:20]=1.C(N(C(C)C)CC)(C)C.CO>C(O)C>[NH2:2][C:3]1[S:4][C:5]([CH2:15][CH2:16][N:29]2[CH2:28][CH2:27][CH:26]([N:23]3[C:22]4[CH:32]=[CH:33][C:19]([F:18])=[CH:20][C:21]=4[N:25]=[N:24]3)[CH2:31][CH2:30]2)=[C:6]([C:8]2[CH:13]=[CH:12][C:11]([F:14])=[CH:10][CH:9]=2)[N:7]=1 |f:0.1|. Procedure: A mixture of 0.917 g of 2-amino-5-(2-bromoethyl)-4-(4-fluorophenyl)thiazole hydrobromide, 0.441 g of 4-(5-fluoro-1H-benzotriazol-1-yl)piperidine, 1 ml of diisopropylethylamine and 4 ml of methanol was stirred with heating under reflux for 12 hours. After the reaction mixture was cooled to room temperature, ethanol was added thereto and the crystals were collected by filtration. The crystals were recrystallized from chloroform-ethanol to obtain 0.56 g of 2-amino-4-(4-fluorophenyl)-5-[2-[4-(5-fluo... Starting materials: O (water), Example 253, O.N (ammonia water), P(=O)(Cl)(Cl)Cl (phosphorus oxychloride), CC=1N(C(N(C(C1)=O)[C@@H](CS(=O)(=O)Cl)C)=O)C1=CC(=CC=C1)C(F)(F)F ((R)-2-(4-methyl-2,6-dioxo-3-(3-(trifluoromethyl)phenyl)-2,3-dihydropyrimidin-1(6H)-yl)propane-1-sulfonylchloride). Solvent: C(C)(=O)OCC (ethyl acetate), C(C)#N (acetonitrile). Run at temperature 60 celsius, time 3 hour. Yields the product CC=1N(C(N(C(C1)=O)[C@@H](CS(=O)(=O)N)C)=O)C1=CC(=CC=C1)C(F)(F)F ((R)-2-(4-methyl-2,6-dioxo-3-(3-trifluoromethylphenyl)-2,3-dihydropyrimidin-1(6H)-yl)propane-1-sulfonamide). RXN SMILES: P(Cl)(Cl)(Cl)=O.[CH3:6][C:7]1[N:8]([C:22]2[CH:27]=[CH:26][CH:25]=[C:24]([C:28]([F:31])([F:30])[F:29])[CH:23]=2)[C:9](=[O:21])[N:10]([C@H:14]([CH3:20])[CH2:15][S:16](Cl)(=[O:18])=[O:17])[C:11](=[O:13])[CH:12]=1.O.[NH3:33].O>C(#N)C.C(OCC)(=O)C>[CH3:6][C:7]1[N:8]([C:22]2[CH:27]=[CH:26][CH:25]=[C:24]([C:28]([F:31])([F:30])[F:29])[CH:23]=2)[C:9](=[O:21])[N:10]([C@H:14]([CH3:20])[CH2:15][S:16]([NH2:33])(=[O:18])=[O:17])[C:11](=[O:13])[CH:12]=1 |f:2.3|. Procedure: To a solution of the compound prepared in Reference Example 253 (1.0 g) in acetonitrile (20 ml) was added phosphorus oxychloride (1.3 ml) and the resulting mixture was stirred at 60° C. for three hours (note: it was confirmed a formation of the above-mentioned intermediate, (R)-2-(4-methyl-2,6-dioxo-3-(3-(trifluoromethyl)phenyl)-2,3-dihydropyrimidin-1(6H)-yl)propane-1-sulfonylchloride; UPLC/MS 41.3 (M+H)/0.980 min). The reaction solution was cooled to 0° C. and thereto was added ammonia water (5... Isolated yield 71.0%. Reagents/catalysts: C=1(C(=CC=CC1)S(=O)(=O)O)C (toluenesulfonic acid). Procedure: [2-(4-Amino-phenyl)-ethyl]-carbamic acid tert-butyl ester (1.0 g, 2.76 mmol), benzyl acetoacetate (0.796 g, 4.14 mmol) and toluenesulfonic acid (0.026 g, 0.138 mmol) were refluxed in toluene at 125° C. 3 hours. The reaction was then cooled, evaporated to dryness, the crude redissolved in EtOAc and dried over anhydrous Na2SO4. Filtration under vacuum followed by purification on SiO2 (30% EtOAc/hexane) gave 1.055 g (71%) of the desired (E)-3-[4-(2-tert-butoxycarbonylamino-ethyl)-2-methyl-phenylami... Reactants: C(C)(C)(C)OC(NCCC1=CC=C(C=C1)N)=O ([2-(4-Amino-phenyl)-ethyl]-carbamic acid tert-butyl ester), C(CC(=O)C)(=O)OCC1=CC=CC=C1 (benzyl acetoacetate), C1(=CC=CC=C1)C (toluene). RXN SMILES: [C:1]([O:5][C:6](=[O:17])[NH:7][CH2:8][CH2:9][C:10]1[CH:15]=[CH:14][C:13]([NH2:16])=[CH:12][CH:11]=1)([CH3:4])([CH3:3])[CH3:2].[C:18]([O:24][CH2:25][C:26]1[CH:31]=[CH:30][CH:29]=[CH:28][CH:27]=1)(=[O:23])[CH2:19][C:20]([CH3:22])=O.[C:32]1(C)C=CC=CC=1>C1(C)C(S(O)(=O)=O)=CC=CC=1>[CH2:25]([O:24][C:18](=[O:23])/[CH:19]=[C:20](/[NH:16][C:13]1[CH:14]=[CH:15][C:10]([CH2:9][CH2:8][NH:7][C:6]([O:5][C:1]([CH3:4])([CH3:2])[CH3:3])=[O:17])=[CH:11][C:12]=1[CH3:32])\[CH3:22])[C:26]1[CH:31]=[CH:30][CH:29]=[CH:28][CH:27]=1. Yields the product C(C1=CC=CC=C1)OC(\C=C(/C)\NC1=C(C=C(C=C1)CCNC(=O)OC(C)(C)C)C)=O ((E)-3-[4-(2-tert-butoxycarbonylamino-ethyl)-2-methyl-phenylamino]-but-2-enoicacid benzyl ester). Reactants: CS(=O)(=O)Cl (methanesulfonyl chloride), OCCN1C(C=2C(C1=O)=CC=CC2)=O (N-(2-hydroxyethyl)phthalimide). Run in ClCCl (dichloromethane), C(C)N(CC)CC (triethylamine). Reaction conditions: time 4 hour. The product is CS(=O)(=O)OCCN1C(C=2C(C1=O)=CC=CC2)=O (N-[2-(methanesulfonyloxy)ethyl]phthalimide). Yield: 67.7%. Reaction SMILES: [CH3:1][S:2](Cl)(=[O:4])=[O:3].[OH:6][CH2:7][CH2:8][N:9]1[C:13](=[O:14])[C:12]2=[CH:15][CH:16]=[CH:17][CH:18]=[C:11]2[C:10]1=[O:19]>ClCCl.C(N(CC)CC)C>[CH3:1][S:2]([O:6][CH2:7][CH2:8][N:9]1[C:13](=[O:14])[C:12]2=[CH:15][CH:16]=[CH:17][CH:18]=[C:11]2[C:10]1=[O:19])(=[O:4])=[O:3]. Procedure: After methanesulfonyl chloride (12.7 g) was added to a solution of N-(2-hydroxyethyl)phthalimide (19.1 g) in anhydrous dichloromethane (200 ml), triethylamine (20 ml) was added dropwise to the mixture in an ice bath. The mixture was stirred at ambient temperature for 4 hours. At the end of this time the reaction mixture was concentrated under reduced pressure. The residual solid was washed with ethyl acetate and water and then recrystallized from ethyl acetate to afford the desired compound (18.... Starting materials: CCN(CCCl)c1cccc([N+](=O)[O-])c1, Cl. Yields the product CCN(CCCl)c1cccc(N)c1. RXN SMILES: [Cl:1][CH2:2][CH2:3][N:4]([c:5]1[cH:6][c:7]([N+:11]([O-:12])=[O:13])[cH:8][cH:9][cH:10]1)[CH2:14][CH3:15].[ClH:16]>>[Cl:1][CH2:2][CH2:3][N:4]([c:5]1[cH:6][c:7]([NH2:11])[cH:8][cH:9][cH:10]1)[CH2:14][CH3:15].